From a dataset of the Open Reaction Database (ORD), a public repository of structured organic reaction records. describe an organic reaction: reactants, conditions, products, and yield Starting materials: CN(CC1CCC(OCCCCOCc2ccccc2)CC1)C(=O)OC(C)(C)C, CO. Yields the product CN(CC1CCC(OCCCCO)CC1)C(=O)OC(C)(C)C. Reaction SMILES: [C:1]([CH3:2])([CH3:3])([CH3:4])[O:5][C:6]([N:7]([CH3:8])[CH2:9][CH:10]1[CH2:11][CH2:12][CH:13]([O:16][CH2:17][CH2:18][CH2:19][CH2:20][O:21][CH2:22][c:23]2[cH:24][cH:25][cH:26][cH:27][cH:28]2)[CH2:14][CH2:15]1)=[O:29].[CH3:30][OH:31]>>[C:1]([CH3:2])([CH3:3])([CH3:4])[O:5][C:6]([N:7]([CH3:8])[CH2:9][CH:10]1[CH2:11][CH2:12][CH:13]([O:16][CH2:17][CH2:18][CH2:19][CH2:20][OH:21])[CH2:14][CH2:15]1)=[O:29].